This data is from the Open Reaction Database (ORD), a public repository of structured organic reaction records. The task is: describe an organic reaction: reactants, conditions, products, and yield Starting materials: N[C@H]1C[C@H](N(C1)C(CC(C1=CC=CC=C1)(C1=CC=CC=C1)C1=CC=CC=C1)=O)C(=O)N1[C@H](CCC1)C(=O)NC[C@@H]1CN(CCC1)CC1CCCCC1 ((2R)-1-{(2S,4S)-4-amino-1-(3,3,3-triphenylpropanoyl)pyrrolidin-2-yl}carbonyl-N-{((3R)-1-cyclohexylmethyl-3-piperidyl)methyl}pyrrolidine-2-carboxamide), C(C)(=O)OC(C)=O (acetic anhydride). The solvent is C(Cl)(Cl)Cl (chloroform), N1=CC=CC=C1 (pyridine), C(Cl)(Cl)Cl (chloroform). The product is C(C)(=O)N[C@H]1C[C@H](N(C1)C(CC(C1=CC=CC=C1)(C1=CC=CC=C1)C1=CC=CC=C1)=O)C(=O)N1[C@H](CCC1)C(=O)NC[C@@H]1CN(CCC1)CC1CCCCC1 ((2R)-1-{(2S,4S)-4-acetylamino-1-(3,3,3-triphenylpropanoyl)pyrrolidin-2-yl}carbonyl-N-{((3R)-1-cyclohexylmethyl-3-piperidyl)methyl}pyrrolidine-2-carboxamide). RXN SMILES: [NH2:1][C@@H:2]1[CH2:6][N:5]([C:7](=[O:28])[CH2:8][C:9]([C:22]2[CH:27]=[CH:26][CH:25]=[CH:24][CH:23]=2)([C:16]2[CH:21]=[CH:20][CH:19]=[CH:18][CH:17]=2)[C:10]2[CH:15]=[CH:14][CH:13]=[CH:12][CH:11]=2)[C@H:4]([C:29]([N:31]2[CH2:35][CH2:34][CH2:33][C@@H:32]2[C:36]([NH:38][CH2:39][C@H:40]2[CH2:45][CH2:44][CH2:43][N:42]([CH2:46][CH:47]3[CH2:52][CH2:51][CH2:50][CH2:49][CH2:48]3)[CH2:41]2)=[O:37])=[O:30])[CH2:3]1.[C:53](OC(=O)C)(=[O:55])[CH3:54]>C(Cl)(Cl)Cl.N1C=CC=CC=1>[C:53]([NH:1][C@@H:2]1[CH2:6][N:5]([C:7](=[O:28])[CH2:8][C:9]([C:22]2[CH:27]=[CH:26][CH:25]=[CH:24][CH:23]=2)([C:10]2[CH:15]=[CH:14][CH:13]=[CH:12][CH:11]=2)[C:16]2[CH:21]=[CH:20][CH:19]=[CH:18][CH:17]=2)[C@H:4]([C:29]([N:31]2[CH2:35][CH2:34][CH2:33][C@@H:32]2[C:36]([NH:38][CH2:39][C@H:40]2[CH2:45][CH2:44][CH2:43][N:42]([CH2:46][CH:47]3[CH2:48][CH2:49][CH2:50][CH2:51][CH2:52]3)[CH2:41]2)=[O:37])=[O:30])[CH2:3]1)(=[O:55])[CH3:54]. Reported procedure: To a solution of 22 mg of (2R)-1-{(2S,4S)-4-amino-1-(3,3,3-triphenylpropanoyl)pyrrolidin-2-yl}carbonyl-N-{((3R)-1-cyclohexylmethyl-3-piperidyl)methyl}pyrrolidine-2-carboxamide in 1 ml of chloroform, 0.0089 ml of acetic anhydride and 0.0127 ml of pyridine were added at room temperature, followed by an hour's stirring at the same temperature. The reaction liquid was diluted with chloroform, washed successively with saturated aqueous sodium bicarbonate solution and saturated brine, and dried over a... Reactants: [N+](=O)([O-])C=1C(=NN(C1)C1OCCCC1)C=O (4-nitro-1-(tetrahydropyran-2-yl)-1H-pyrazole-3-carbaldehyde), ferric chloride, FC=1C=C(C(=CC1N1CCN(CCC1)C)N)N (4-fluoro-5-(4-methylperhydro-1,4-diazepin-1-yl)benzene-1,2-diamine). The solvent is CN(C)C=O (DMF). Conditions: temperature 22 celsius, time 4 hour. Yields the product FC1=CC2=C(NC(=N2)C2=NN(C=C2[N+](=O)[O-])C2OCCCC2)C=C1N1CCN(CCC1)C (5-fluoro-6-(4-methylperhydro-1,4-diazepin-1-yl)-2-[4-nitro-1-(tetrahydropyran-2-yl)-1H-pyrazol-3-yl]-1H-benzimidazole). The yield is 33.9%. RXN SMILES: [N+:1]([C:4]1[C:5]([CH:15]=O)=[N:6][N:7]([CH:9]2[CH2:14][CH2:13][CH2:12][CH2:11][O:10]2)[CH:8]=1)([O-:3])=[O:2].[F:17][C:18]1[CH:19]=[C:20]([NH2:33])[C:21]([NH2:32])=[CH:22][C:23]=1[N:24]1[CH2:30][CH2:29][CH2:28][N:27]([CH3:31])[CH2:26][CH2:25]1>CN(C=O)C>[F:17][C:18]1[C:23]([N:24]2[CH2:30][CH2:29][CH2:28][N:27]([CH3:31])[CH2:26][CH2:25]2)=[CH:22][C:21]2[NH:32][C:15]([C:5]3[C:4]([N+:1]([O-:3])=[O:2])=[CH:8][N:7]([CH:9]4[CH2:14][CH2:13][CH2:12][CH2:11][O:10]4)[N:6]=3)=[N:33][C:20]=2[CH:19]=1. Reported procedure: 18 g of 4-nitro-1-(tetrahydropyran-2-yl)-1H-pyrazole-3-carbaldehyde and 664 mg of ferric chloride are added to a solution of 19.1 g of 4-fluoro-5-(4-methylperhydro-1,4-diazepin-1-yl)benzene-1,2-diamine in 406 mL of DMF. The reaction medium is stirred at 22° C. for 4 hours. After evaporation, the reaction crude is purified on a column 8 cm in diameter, with 3 kg of silica having a porosity of 0.063-0.2 mm. The elution is carried out with 2 L of pure dichloromethane and then 4 L of dichloromethane... Starting materials: [Br-], ClCCCl, CCCC[N+](CCCC)(CCCC)CCCC, COS(=O)(=O)OC, O=S1C=Nc2c(Cl)cccc21, [Na+], [OH-], O. Product: CN1CS(=O)c2cccc(Cl)c21. RXN SMILES: [Br-:26].[CH2:14]([Cl:15])[CH2:16][Cl:17].[CH2:27]([N+:28]([CH2:29][CH2:30][CH2:31][CH3:32])([CH2:33][CH2:34][CH2:35][CH3:36])[CH2:37][CH2:38][CH2:39][CH3:40])[CH2:41][CH2:42][CH3:43].[CH3:18][O:19][S:20]([O:21][CH3:22])(=[O:23])=[O:24].[Cl:1][c:2]1[cH:3][cH:4][cH:5][c:6]2[c:7]1[N:8]=[CH:9][S:10]2=[O:11].[Na+:13].[OH-:12].[OH2:25]>>[Cl:1][c:2]1[cH:3][cH:4][cH:5][c:6]2[c:7]1[N:8]([CH3:14])[CH2:9][S:10]2=[O:11]. Starting materials: FC1=CC=C(C=C1)[N+](=O)[O-] (4-fluoronitrobenzene), N1N=NN=C1 (tetrazole), 61. Product: [N+](=O)([O-])C1=CC=C(C=C1)N1N=CN=N1 (2-(4-Nitrophenyl)tetrazole). Reaction SMILES: F[C:2]1[CH:7]=[CH:6][C:5]([N+:8]([O-:10])=[O:9])=[CH:4][CH:3]=1.[NH:11]1[CH:15]=[N:14][N:13]=[N:12]1>>[N+:8]([C:5]1[CH:6]=[CH:7][C:2]([N:12]2[N:13]=[N:14][CH:15]=[N:11]2)=[CH:3][CH:4]=1)([O-:10])=[O:9]. Reported procedure: The title compound was prepared from 4-fluoronitrobenzene (2 g) and tetrazole (1 g) as described in Description 61 as a yellow solid (0.83 g, 31%). Reactants: CCOC(=O)c1cc(C(=O)O)n(Cc2cc(-c3ccc(Cl)s3)on2)n1, C1CCOC1, CO. The product is CCOC(=O)c1cc(CO)n(Cc2cc(-c3ccc(Cl)s3)on2)n1. As a reaction SMILES: [CH2:1]([CH3:2])[O:3][C:4](=[O:5])[c:6]1[n:7][n:8]([CH2:14][c:15]2[n:16][o:17][c:18](-[c:20]3[s:21][c:22]([Cl:25])[cH:23][cH:24]3)[cH:19]2)[c:9]([C:11](=[O:12])[OH:13])[cH:10]1.[CH2:28]1[O:29][CH2:30][CH2:31][CH2:32]1.[CH3:26][OH:27]>>[CH2:1]([CH3:2])[O:3][C:4](=[O:5])[c:6]1[n:7][n:8]([CH2:14][c:15]2[n:16][o:17][c:18](-[c:20]3[s:21][c:22]([Cl:25])[cH:23][cH:24]3)[cH:19]2)[c:9]([CH2:11][OH:12])[cH:10]1.